Dataset: the Open Reaction Database (ORD), a public repository of structured organic reaction records. Task: describe an organic reaction: reactants, conditions, products, and yield The reactants are NaH2PO4 dihydrate, [O-]Cl=O.[Na+] (NaClO2), C(C1=CC=CC=C1)OC1=C(C=C(C=O)C=C1C)CC (4-benzyloxy-3-ethyl-5-methyl-benzaldehyde), CC(C)=CC (2-methyl-2-butene). The solvent is O (water), CC(C)(C)OC (TBME), C(C)(C)(C)O (tert.-butanol). Conditions: time 3 hour. Product: C(C1=CC=CC=C1)OC1=C(C=C(C(=O)O)C=C1C)CC (4-Benzyloxy-3-ethyl-5-methyl-benzoic acid). As a reaction SMILES: [CH2:1]([O:8][C:9]1[C:16]([CH3:17])=[CH:15][C:12]([CH:13]=[O:14])=[CH:11][C:10]=1[CH2:18][CH3:19])[C:2]1[CH:7]=[CH:6][CH:5]=[CH:4][CH:3]=1.CC(=CC)C.[O-:25]Cl=O.[Na+]>C(O)(C)(C)C.O.CC(OC)(C)C>[CH2:1]([O:8][C:9]1[C:16]([CH3:17])=[CH:15][C:12]([C:13]([OH:25])=[O:14])=[CH:11][C:10]=1[CH2:18][CH3:19])[C:2]1[CH:7]=[CH:6][CH:5]=[CH:4][CH:3]=1 |f:2.3|. Procedure details: To a solution of 3-ethyl-4-hydroxy-5-methyl-benzaldehyde (34.9 g, 0.213 mol, prepared from 2-ethyl-6-methyl-phenol according to the literature cited for 3-ethyl-4,N-dihydroxy-5-methyl-benzamidine) in MeCN (350 mL), K2CO3 (58.7 g, 0.425 mol) and benzylbromide (36.4 g, 0.213 mol) are added. The mixture is stirred at 60° C. for 2 h before it is cooled to rt, diluted with water and extracted twice with EA. The org. extracts are washed with water and concentrated to give crude 4-benzyloxy-3-ethyl-5-m... Reactants: CC=1NC2=CC=C(C(=C2C1)CCC1OC1)C (2,5-Dimethyl-4-(2-oxiranyl-ethyl)-1H-indole), C1=C(C=CC2=CC=CC=C12)N1[C@H]2C\C=C/C[C@@H](C1)NC2 (Z-(1S,6S)-7-naphthalen-2-yl-7,9-diaza-bicyclo[4.2.2]dec-3-ene), CCN(C(C)C)C(C)C (DIPEA). Solvent: C(C)O (ethanol). Yields the product CC=1NC2=CC=C(C(=C2C1)CCC(CN1C2CC=CCC(C1)N(C2)C2=CC1=CC=CC=C1C=C2)O)C (4-(2,5-Dimethyl-1H-indol-4-yl)-1-(9-naphthalen-2-yl-7,9-diaza-bicyclo[4.2.2]dec-3-en-7-yl)-butan-2-ol). Reaction SMILES: [CH3:1][C:2]1[NH:3][C:4]2[C:9]([CH:10]=1)=[C:8]([CH2:11][CH2:12][CH:13]1[CH2:15][O:14]1)[C:7]([CH3:16])=[CH:6][CH:5]=2.[CH:17]1[C:26]2[C:21](=[CH:22][CH:23]=[CH:24][CH:25]=2)[CH:20]=[CH:19][C:18]=1[N:27]1[CH2:34][C@H:33]2[NH:35][CH2:36][C@@H:28]1[CH2:29][CH:30]=[CH:31][CH2:32]2.CCN(C(C)C)C(C)C>C(O)C>[CH3:1][C:2]1[NH:3][C:4]2[C:9]([CH:10]=1)=[C:8]([CH2:11][CH2:12][CH:13]([OH:14])[CH2:15][N:35]1[CH2:36][CH:28]3[N:27]([C:18]4[CH:19]=[CH:20][C:21]5[C:26](=[CH:25][CH:24]=[CH:23][CH:22]=5)[CH:17]=4)[CH2:34][CH:33]1[CH2:32][CH:31]=[CH:30][CH2:29]3)[C:7]([CH3:16])=[CH:6][CH:5]=2. Procedure details: 2,5-Dimethyl-4-(2-oxiranyl-ethyl)-1H-indole (50 mg, 0.23 mmol), Z-(1S,6S)-7-naphthalen-2-yl-7,9-diaza-bicyclo[4.2.2]dec-3-ene (45 mg, 0.17 mmol), DIPEA (0.1 mL, 0.55 mmol), ethanol (3 mL) were heated for 900 sec. at 120° C. in a μW reaction tube. The solvent was evaporated under reduced pressure to yield a crude solid that was purified with flash chromatography gradient [20% Ethyl acetate/heptane to 100% Ethyl acetate] to yield the title compound as a residue. Starting materials: CC=1NC(=C(C(C1C(=O)OCC)C1=C(C=CC=C1)[N+](=O)[O-])C(=O)OCC)CO (diethyl 2-methyl-4-(2-nitrophenyl)-6-hydroxymethyl-1,4-dihydropyridine-3,5-dicarboxylate), ClC1=CC=C(OCC(=O)Cl)C=C1 (p-chlorophenoxyacetyl chloride), O (water), resultant mixture. The solvent is N1=CC=CC=C1 (pyridine), C(Cl)Cl (methylene chloride). Product: CC=1NC(=C(C(C1C(=O)OCC)C1=C(C=CC=C1)[N+](=O)[O-])C(=O)OCC)COC(COC1=CC=C(C=C1)Cl)=O (diethyl 2-methyl-4-(2-nitrophenyl)-6-(4-chlorophenoxy)acetoxymethyl-1,4-dihydropyridine-3,5-dicarboxylate). The yield is 94.9%. RXN SMILES: [CH3:1][C:2]1[NH:3][C:4]([CH2:27][OH:28])=[C:5]([C:22]([O:24][CH2:25][CH3:26])=[O:23])[CH:6]([C:13]2[CH:18]=[CH:17][CH:16]=[CH:15][C:14]=2[N+:19]([O-:21])=[O:20])[C:7]=1[C:8]([O:10][CH2:11][CH3:12])=[O:9].[Cl:29][C:30]1[CH:40]=[CH:39][C:33]([O:34][CH2:35][C:36](Cl)=[O:37])=[CH:32][CH:31]=1.O>N1C=CC=CC=1.C(Cl)Cl>[CH3:1][C:2]1[NH:3][C:4]([CH2:27][O:28][C:36](=[O:37])[CH2:35][O:34][C:33]2[CH:39]=[CH:40][C:30]([Cl:29])=[CH:31][CH:32]=2)=[C:5]([C:22]([O:24][CH2:25][CH3:26])=[O:23])[CH:6]([C:13]2[CH:18]=[CH:17][CH:16]=[CH:15][C:14]=2[N+:19]([O-:21])=[O:20])[C:7]=1[C:8]([O:10][CH2:11][CH3:12])=[O:9]. Reported procedure: To a solution of diethyl 2-methyl-4-(2-nitrophenyl)-6-hydroxymethyl-1,4-dihydropyridine-3,5-dicarboxylate (1.95 g) in pyridine (25 ml) was dropwise added over 5 minutes a solution of p-chlorophenoxyacetyl chloride (3.07 g) in methylene chloride under stirring and ice-cooling. The resultant mixture was stirred at room temperature overnight under cooling with water at 20° C. After removal of the pyridine, water was added to the residue. The precipitated oily substance was extracted with ethyl acet... Starting materials: CON(C([C@@H]([C@H]([C@@H](C(COCC1=CC=C(C=C1)OC)(COCC1=CC=C(C=C1)OC)O)OCC1=CC=CC=C1)OCC1=CC=CC=C1)OCC1=CC=CC=C1)=O)C ((2R,3S,4S)-2,3,4-tris-benzyloxy-5-hydroxy-6-(4-methoxy-benzyloxy)-5-(4-methoxy-benzyloxymethyl)-hexanoic acid methoxy-methyl-amide), O1CCCC1 (tetrahydrofuran), C(CCC)[Li] (n-Butyl lithium), O=O (oxygen), [Al] (aluminum), BrC1=CC(=C(C=C1)F)CC1=CC=C(C=C1)Cl (4-Bromo-2-(4-chloro-benzyl)-1-fluoro-benzene), O1CCCC1 (tetrahydrofuran). Reaction conditions: time 25 minute. Product: C(C1=CC=CC=C1)OC1C(OC([C@H]([C@@H]1OCC1=CC=CC=C1)OCC1=CC=CC=C1)(COCC1=CC=C(C=C1)OC)COCC1=CC=C(C=C1)OC)(O)C1=CC(=C(C=C1)F)CC1=CC=C(C=C1)Cl ((4S,5S)-3,4,5-tris-benzyloxy-2-[3-(4-chloro-benzyl)-4-fluoro-phenyl]-6,6-bis-(4-methoxy-benzyloxymethyl)-tetrahydro-pyran-2-ol). The yield is 64.0%. Reaction SMILES: [CH2:1]([Li])[CH2:2][CH2:3][CH3:4].O=O.Br[C:9]1[CH:14]=[CH:13][C:12]([F:15])=[C:11]([CH2:16][C:17]2[CH:22]=[CH:21][C:20]([Cl:23])=[CH:19][CH:18]=2)[CH:10]=1.CON(C)[C:27](=[O:79])[C@H:28]([O:71]CC1C=CC=CC=1)[C@@H:29]([O:63][CH2:64][C:65]1[CH:70]=[CH:69][CH:68]=[CH:67][CH:66]=1)[C@H:30]([O:55][CH2:56][C:57]1[CH:62]=[CH:61][CH:60]=[CH:59][CH:58]=1)[C:31]([OH:54])([CH2:43][O:44][CH2:45][C:46]1[CH:51]=[CH:50][C:49]([O:52][CH3:53])=[CH:48][CH:47]=1)[CH2:32][O:33][CH2:34][C:35]1[CH:40]=[CH:39][C:38]([O:41][CH3:42])=[CH:37][CH:36]=1.[Al].O1C[CH2:85][CH2:84][CH2:83]1>>[CH2:1]([O:71][CH:28]1[C@@H:29]([O:63][CH2:64][C:65]2[CH:66]=[CH:67][CH:68]=[CH:69][CH:70]=2)[C@H:30]([O:55][CH2:56][C:57]2[CH:62]=[CH:61][CH:60]=[CH:59][CH:58]=2)[C:31]([CH2:43][O:44][CH2:45][C:46]2[CH:47]=[CH:48][C:49]([O:52][CH3:53])=[CH:50][CH:51]=2)([CH2:32][O:33][CH2:34][C:35]2[CH:36]=[CH:37][C:38]([O:41][CH3:42])=[CH:39][CH:40]=2)[O:54][C:27]1([C:9]1[CH:14]=[CH:13][C:12]([F:15])=[C:11]([CH2:16][C:17]2[CH:22]=[CH:21][C:20]([Cl:23])=[CH:19][CH:18]=2)[CH:10]=1)[OH:79])[C:2]1[CH:85]=[CH:84][CH:83]=[CH:4][CH:3]=1. Procedure details: n-Butyl lithium (1.0 mL, 2.5 M/hexanes, 3.1 equivalents) was added dropwise (1 drop every 5 seconds) to an oxygen degassed solution (placed in a pre dried Biotage™ microwave vial 10-20 mL sealed with its cap and placed under a positive stream of nitrogen gas) of 4-Bromo-2-(4-chloro-benzyl)-1-fluoro-benzene (702 mg, 2.9 equivalents) in anhydrous tetrahydrofuran (3.0 mL) at −78° C. and the resulting solution was stirred at this temperature for 25 minutes. A solution of (2R,3S,4S)-2,3,4-tris-benzyl... The reactants are Cl.C(C1=CC=CC=C1)OP(=O)(CC1CCCCC1)C[C@@H](CN)O (((R)-3-amino-2-hydroxy-propyl)-cyclohexylmethyl-phosphinic acid benzyl ester hydrochloride), C(C)(C)N(CC)C(C)C (diisopropylethylamine), C(=O)(OCC1=CC=CC=C1)N[C@@H](C(C)C)C(=O)O (N-Cbz-L-valine), CN(C)C(=[N+](C)C)ON1C2=C(C=CC=C2)N=N1.[B-](F)(F)(F)F (TBTU). Solvent: CN(C)C=O (DMF), CN(C)C=O (DMF), C(C)(=O)OCC (ethyl acetate). The product is C(C1=CC=CC=C1)OP(=O)(CC1CCCCC1)C[C@@H](CNC([C@H](C(C)C)NC(=O)OCC1=CC=CC=C1)=O)O ([(R)-3-((S)-2-benzyloxycarbonylamino-3-methyl-butyrylamino)-2-hydroxy-propyl]-cyclohexylmethyl-phosphinic acid benzyl ester). The yield is 48.8%. As a reaction SMILES: [C:1]([NH:11][C@H:12]([C:16]([OH:18])=O)[CH:13]([CH3:15])[CH3:14])([O:3][CH2:4][C:5]1[CH:10]=[CH:9][CH:8]=[CH:7][CH:6]=1)=[O:2].C(N(C(C)C)CC)(C)C.CN(C(ON1N=NC2C=CC=CC1=2)=[N+](C)C)C.[B-](F)(F)(F)F.Cl.[CH2:51]([O:58][P:59]([CH2:68][C@H:69]([OH:72])[CH2:70][NH2:71])([CH2:61][CH:62]1[CH2:67][CH2:66][CH2:65][CH2:64][CH2:63]1)=[O:60])[C:52]1[CH:57]=[CH:56][CH:55]=[CH:54][CH:53]=1>CN(C=O)C.C(OCC)(=O)C>[CH2:51]([O:58][P:59]([CH2:68][C@H:69]([OH:72])[CH2:70][NH:71][C:16](=[O:18])[C@@H:12]([NH:11][C:1]([O:3][CH2:4][C:5]1[CH:6]=[CH:7][CH:8]=[CH:9][CH:10]=1)=[O:2])[CH:13]([CH3:14])[CH3:15])([CH2:61][CH:62]1[CH2:67][CH2:66][CH2:65][CH2:64][CH2:63]1)=[O:60])[C:52]1[CH:53]=[CH:54][CH:55]=[CH:56][CH:57]=1 |f:2.3,4.5|. Reported procedure: The title compound can be synthesized in accordance with any one of the four procedures set forth below. Method A: A flask was charged with N-Cbz-L-valine (1.02 g, 4.04 mmol) and DMF (60 mL) and stirred under nitrogen. To this was added diisopropylethylamine (2.11 mL, 12.1 mmol) followed by TBTU (1.30 g, 4.04 mmol). After stirring for 5 minutes, a solution of ((R)-3-amino-2-hydroxy-propyl)-cyclohexylmethyl-phosphinic acid benzyl ester hydrochloride (8.08 mmol) dissolved in DMF (10 mL) was added.... Reactants: one, OC1=CC=C(C=C1)C(C)=O (4'-Hydroxyacetophenone), C(C)(=O)Cl (acetyl chloride), C(C)(C)N(CC)C(C)C (diisopropylethylamine). Run in ClCCl (dichloromethane), ClCCl (dichloromethane). Conditions: temperature 0 celsius, time 30 minute. The product is C(C)(=O)OC1=CC=C(C=C1)C(C)=O (4'-acetoxy-acetophenone). Isolated yield 93.7%. As a reaction SMILES: [OH:1][C:2]1[CH:7]=[CH:6][C:5]([C:8](=[O:10])[CH3:9])=[CH:4][CH:3]=1.C(N(C(C)C)CC)(C)C.[C:20](Cl)(=[O:22])[CH3:21]>ClCCl>[C:20]([O:1][C:2]1[CH:7]=[CH:6][C:5]([C:8](=[O:10])[CH3:9])=[CH:4][CH:3]=1)(=[O:22])[CH3:21]. Procedure details: 4'-Hydroxyacetophenone (10 g, 73.4 mmole) was suspended in 200 ml dichloromethane in a 500 ml one neck round bottom flask under nitrogen at 0° C. The suspension was treated with diisopropylethylamine (14.7 ml, 84.5 mmole) followed by acetyl chloride (6.0 ml, 84.5 mmole) in 1×50 ml dichloromethane slowly dropwise. The reaction mixture was stirred 30 minutes at 0° C. and then for 1 hour at room temperature. The mixture was washed with 1×100 ml 10% hydrochloric acid and the organics were dried over... Reactants: O1CCOCC1 (dioxane), C(=O)(O)C1CC(N(C1)CC1=CC=C(C=C1)Cl)=O (4-carboxy-1-(4-chlorobenzyl)pyrrolidin-2-one), CCN=C=NCCCN(C)C (EDCI), C=1C=CC2=C(C1)N=NN2O (HOBt). Run in ClCCl (dichloromethane). Run at time 15 hour. Product: C(N)(=O)C1C(N(CC1)CC1=CC=C(C=C1)Cl)=O (3-carbamoyl-1-(4-chlorobenzyl)pyrrolidin-2-one). Yield: 29.5%. RXN SMILES: C([CH:4]1[CH2:8][N:7]([CH2:9][C:10]2[CH:15]=[CH:14][C:13]([Cl:16])=[CH:12][CH:11]=2)C(=O)C1)(O)=O.CCN=C=NCCC[N:26]([CH3:28])C.C1C=CC2N([OH:38])N=NC=2C=1.[O:39]1[CH2:44][CH2:43]OCC1>ClCCl>[C:28]([CH:43]1[CH2:4][CH2:8][N:7]([CH2:9][C:10]2[CH:11]=[CH:12][C:13]([Cl:16])=[CH:14][CH:15]=2)[C:44]1=[O:39])(=[O:38])[NH2:26]. Procedure details: To a mixture of 4-carboxy-1-(4-chlorobenzyl)pyrrolidin-2-one (5.05 g, 20 mmol), EDCI (2.85 g, 22 mmol), HOBt (2.97 g, 22 mmol) and dichloromethane (100 mL) was added 0.5 Mammonia in dioxane (60 mL, 30 mmol). The reaction mixture was stirred at room temperature for 15 h and washed with 2 N HCl (3 times) and 2 N NaOH aqueous solution (100 mL×4). The organic layer was dried over anhydrous magnesium sulfate, filtered, and concentrated to afford 3-carbamoyl-1-(4-chlorobenzyl)pyrrolidin-2-one (1.49 g)...